Dataset: the Open Reaction Database (ORD), a public repository of structured organic reaction records. Task: describe an organic reaction: reactants, conditions, products, and yield The reactants are C([O-])([O-])=O.[K+].[K+] (Potassium carbonate), CN(S(=O)(=O)CC(=O)OC)CC1=CC=C(C=C1)C1=CC=CC=C1 (methyl 2-({methyl[(biphen-4-yl)methyl]amino}sulfonyl)acetate), Cl.NO (hydroxylamine hydrochloride). Solvent: CO (methanol). The product is ONC(CS(=O)(=O)N(CC1=CC=C(C=C1)C1=CC=CC=C1)C)=O (N-Hydroxy-2-({methyl[(biphen-4-yl)methyl]amino}sulfonyl)acetamide). The yield is 87.7%. Reaction SMILES: C(=O)([O-])[O-].[K+].[K+].[CH3:7][N:8]([CH2:17][C:18]1[CH:23]=[CH:22][C:21]([C:24]2[CH:29]=[CH:28][CH:27]=[CH:26][CH:25]=2)=[CH:20][CH:19]=1)[S:9]([CH2:12][C:13](OC)=[O:14])(=[O:11])=[O:10].Cl.[NH2:31][OH:32]>CO>[OH:32][NH:31][C:13](=[O:14])[CH2:12][S:9]([N:8]([CH3:7])[CH2:17][C:18]1[CH:23]=[CH:22][C:21]([C:24]2[CH:29]=[CH:28][CH:27]=[CH:26][CH:25]=2)=[CH:20][CH:19]=1)(=[O:11])=[O:10] |f:0.1.2,4.5|. Reported procedure: Potassium carbonate (124 mg, 0.9 mmol) was added to a mixture of methyl 2-({methyl[(biphen-4-yl)methyl]amino}sulfonyl)acetate (100 mg, 0.3 mmol) and hydroxylamine hydrochloride (63 mg, 0.9 mmol) in methanol (3 ml). The mixture was heated to reflux for 18 hours. The mixture was cooled and partitioned between ethyl acetate and 0.1 M aqueous hydrochloric acid. The layers were separated, and the organic layer was dried (MgSO4), and the solvents were removed under reduced pressure. The residue was tr... Starting materials: CC(C)(C)[O-].[K+] (potassium tert-butylate), C(C)OC(=O)C1CCC(CC1)=O (ethyl-4-oxocyclohexanecarboxylate), [NH4+].[Cl-] (NH4Cl). Reagents/catalysts: [Br-].C[P+](C1=CC=CC=C1)(C1=CC=CC=C1)C1=CC=CC=C1 (Methyltriphenylphosphonium bromide). Solvent: C(C)OCC (diethyl ether), C(C)OCC (diethyl ether). Run at time 30 minute. The product is C(C)OC(=O)C1CCC(CC1)=C (4-methylenecyclohexane carboxylic acid ethyl ester). As a reaction SMILES: [CH3:1]C([O-])(C)C.[K+].[CH2:7]([O:9][C:10]([CH:12]1[CH2:17][CH2:16][C:15](=O)[CH2:14][CH2:13]1)=[O:11])[CH3:8].[NH4+].[Cl-]>[Br-].C[P+](C1C=CC=CC=1)(C1C=CC=CC=1)C1C=CC=CC=1.C(OCC)C>[CH2:7]([O:9][C:10]([CH:12]1[CH2:17][CH2:16][C:15](=[CH2:1])[CH2:14][CH2:13]1)=[O:11])[CH3:8] |f:0.1,3.4,5.6|. Reported procedure: Methyltriphenylphosphonium bromide (34.1 g, 95.5 mmol) was placed in abs. diethyl ether (420 ml) under a nitrogen atmosphere. At 0° C., potassium tert-butylate (13.1 g, 113.1 mmol) was slowly added. After 30 min, again at 0° C., ethyl-4-oxocyclohexanecarboxylate (10.7 g, 62.9 mmol) was slowly added dropwise as a solution in diethyl ether (80 ml). The reaction mixture was stirred overnight at RT. For working up, the reaction mixture was cooled in an ice bath and mixed with sat. aq. NH4Cl solution...